Task: describe an organic reaction: reactants, conditions, products, and yield. Dataset: the Open Reaction Database (ORD), a public repository of structured organic reaction records Starting materials: Cl (HCl), C(#N)C1=CC=C(C(=O)Cl)C=C1 (4-cyano-benzoyl chloride), C(C)NCCC(=O)O (ethyl β-alanine). Solvent: C(Cl)Cl (DCM), CCOC(=O)C (EtOAc). Product: C(C)N(CCC(=O)O)C(C1=CC=C(C=C1)C#N)=O (Ethyl N-(4-Cyano-benzoyl)-β-alanine). Isolated yield 56.0%. Reaction SMILES: [CH2:1]([NH:3][CH2:4][CH2:5][C:6]([OH:8])=[O:7])[CH3:2].Cl.[C:10]([C:12]1[CH:20]=[CH:19][C:15]([C:16](Cl)=[O:17])=[CH:14][CH:13]=1)#[N:11]>C(Cl)Cl.CCOC(C)=O>[CH2:1]([N:3]([C:16](=[O:17])[C:15]1[CH:19]=[CH:20][C:12]([C:10]#[N:11])=[CH:13][CH:14]=1)[CH2:4][CH2:5][C:6]([OH:8])=[O:7])[CH3:2]. Procedure: A suspension of ethyl β-alanine.HCl (2.81 g, 18.3 mmol) and 4-cyano-benzoyl chloride (3.03 g, 18.0 mmol) in DCM (30 mL) was stirred overnight at RT. The mixture was diluted with EtOAc, washed with aq. citric acid (3%), sat. aq. NaHCO3 and H2O. Drying (MgSO4) and evaporation of the solvent gave compound 2 (2.52 g, 56%). Reaction SMILES: [CH:1]1([CH:4]([CH:12]2[CH2:14][CH2:13]2)[NH:5][C:6]([NH:8][CH2:9][CH2:10]Cl)=[O:7])[CH2:3][CH2:2]1>O>[CH:1]1([CH:4]([NH:5][C:6]2[O:7][CH2:10][CH2:9][N:8]=2)[CH:12]2[CH2:14][CH2:13]2)[CH2:3][CH2:2]1. Starting materials: C1(CC1)C(NC(=O)NCCCl)C1CC1 (N-(dicyclopropylmethyl) N'-(β-chloroethyl) urea). The solvent is O (water). The product is C1(CC1)C(C1CC1)NC=1OCCN1 (2-(dicyclopropylmethylamino) oxazoline). Procedure: 25 g of raw urea obtained by step (a) are suspended in 150 ml of water and heated under reflux for 2 hours. After allowing the temperature of the mixture to return to room temperature, the aqueous solution is extracted with ether. The aqueous phase is separated and made alkaline by adding concentrated ammonia. The resulting precipitate is separated by suction, washed with water and dried. 11.8 g of 2-(dicyclopropylmethylamino) oxazoline are thus recovered, melting at 105°-106° C. A mixture of th... Reported procedure: 250 mg of 5-(methoxycarbonyl)picolinic acid was coupled to pyridin-2-ylmethanamine via Procedure G. Crude methyl 6-(pyridin-2-ylmethylcarbamoyl)nicotinate was hydrolyzed via Procedure M to yield 250 mg of 6-(pyridin-2-ylmethylcarbamoyl)nicotinic acid. 60 mg of 4-chloro-3-(pyridin-2-yl)aniline was coupled to 6-(pyridin-2-ylmethylcarbamoyl)nicotinic acid via Procedure G. The crude product was purified by reverse phase HPLC to yield N5-(4-chloro-3-(pyridin-2-yl)phenyl)-N2-(pyridin-2-ylmethyl)pyridi... Starting materials: COC(=O)C=1C=CC(=NC1)C(=O)O (5-(methoxycarbonyl)picolinic acid), N1=C(C=CC=C1)CN (pyridin-2-ylmethanamine), N1=C(C=CC=C1)CNC(=O)C1=NC=C(C(=O)OC)C=C1 (methyl 6-(pyridin-2-ylmethylcarbamoyl)nicotinate). RXN SMILES: COC(C1C=CC(C(O)=O)=NC=1)=O.N1C=CC=CC=1CN.[N:22]1[CH:27]=[CH:26][CH:25]=[CH:24][C:23]=1[CH2:28][NH:29][C:30]([C:32]1[CH:41]=[CH:40][C:35]([C:36]([O:38]C)=[O:37])=[CH:34][N:33]=1)=[O:31]>>[N:22]1[CH:27]=[CH:26][CH:25]=[CH:24][C:23]=1[CH2:28][NH:29][C:30]([C:32]1[CH:41]=[CH:40][C:35]([C:36]([OH:38])=[O:37])=[CH:34][N:33]=1)=[O:31]. The product is N1=C(C=CC=C1)CNC(=O)C1=NC=C(C(=O)O)C=C1 (6-(pyridin-2-ylmethylcarbamoyl)nicotinic acid).